From a dataset of the Open Reaction Database (ORD), a public repository of structured organic reaction records. describe an organic reaction: reactants, conditions, products, and yield Reactants: C=1C=CC(=CC1)C(C=2C=CC=CC2)(C(=O)O)O (benzylic acid), C(=O)(N1C=NC=C1)N1C=NC=C1 (1,1'-carbonyldiimidazole), C(C)OC(C(N1C=NC(=C1)N)CCCCCC)=O (4-amino-α-hexyl-1H-imidazole-1-acetic acid ethyl ester). Solvent: CN(C)C=O (DMF), CN(C)C=O (DMF). Run at time 1 hour. Yields the product C(C)OC(C(N1C=NC(=C1)NC(C(O)(C1=CC=CC=C1)C1=CC=CC=C1)=O)CCCCCC)=O (α-Hexyl-4-[(diphenylhydroxyacetyl)amino]-1H-imidazole-1-acetic acid ethyl ester). Isolated yield 15.3%. Reaction SMILES: [CH:1]1[CH:2]=[CH:3][C:4]([C:7]([OH:17])([C:14]([OH:16])=O)[C:8]2[CH:9]=[CH:10][CH:11]=[CH:12][CH:13]=2)=[CH:5][CH:6]=1.C(N1C=CN=C1)(N1C=CN=C1)=O.[CH2:30]([O:32][C:33](=[O:47])[CH:34]([CH2:41][CH2:42][CH2:43][CH2:44][CH2:45][CH3:46])[N:35]1[CH:39]=[C:38]([NH2:40])[N:37]=[CH:36]1)[CH3:31]>CN(C=O)C>[CH2:30]([O:32][C:33](=[O:47])[CH:34]([CH2:41][CH2:42][CH2:43][CH2:44][CH2:45][CH3:46])[N:35]1[CH:39]=[C:38]([NH:40][C:14](=[O:16])[C:7]([C:4]2[CH:5]=[CH:6][CH:1]=[CH:2][CH:3]=2)([C:8]2[CH:13]=[CH:12][CH:11]=[CH:10][CH:9]=2)[OH:17])[N:37]=[CH:36]1)[CH3:31]. Procedure: A mixture of 4.6 g of benzylic acid, 3.2 g of 1,1'-carbonyldiimidazole, and 150 ml of DMF were mixed and stirred for 1 hour. A solution of 5.0 g of 4-amino-α-hexyl-1H-imidazole-1-acetic acid ethyl ester in DMF was added and the mixture stirred at room temperature overnight. The reaction mixture was concentrated in vacuo, ethyl acetate was added, and the organic solution was washed sequentially with water, a 10% sodium hydroxide solution, and water. The organic layer was dried over sodium sulfate... Product: COC=1C(=NC=C(C1)C=1N=C(NC1C1=CC=NC=C1)C1=CC=CC=C1)N (3-methoxy-5-(2-phenyl-5-(pyridine-4-yl)-1H-imidazol-4-yl)pyridine-2-amine). As a reaction SMILES: Br[C:2]1[N:6](COCC[Si](C)(C)C)[C:5]([C:15]2[CH:20]=[CH:19][CH:18]=[CH:17][CH:16]=2)=[N:4][C:3]=1[C:21]1[CH:26]=[CH:25][N:24]=[CH:23][CH:22]=1.C([O-])([O-])=O.[Na+].[Na+].CO[CH2:35][CH2:36][O:37][CH3:38]>>[CH3:38][O:37][C:36]1[C:5]([NH2:6])=[N:4][CH:3]=[C:2]([C:2]2[N:6]=[C:5]([C:15]3[CH:16]=[CH:17][CH:18]=[CH:19][CH:20]=3)[NH:4][C:3]=2[C:21]2[CH:22]=[CH:23][N:24]=[CH:25][CH:26]=2)[CH:35]=1 |f:1.2.3|. Reported procedure: A mixture of 4-(5-bromo-2-phenyl-1-((2-(trimethylsilyl)ethoxy)methyl)-1H-imidazol-4-yl)pyridine (620 mg, 1.4 mmol; Example 1, Step 3), 3-methoxy-5-(4,4,5,5-tetramethyl-1,3,2-dioxoborolan-2-yl)pyridine-2-amine (570 mg, 2.3 mmol, Example 17, Step 3), and aqueous 2.0 M Na2CO3 solution (2 mL, 4 mmol) in DME (8 mL) was purged with Ar for 3 min. Pd(dppf) Cl2-DCM (34 mg, 0.04 mmol) was added and the reaction mixture was purged with Ar for another 5 min. The reaction mixture was then heated to and maint... Starting materials: Pd(dppf) Cl2 DCM, BrC1=C(N=C(N1COCC[Si](C)(C)C)C1=CC=CC=C1)C1=CC=NC=C1 (4-(5-bromo-2-phenyl-1-((2-(trimethylsilyl)ethoxy)methyl)-1H-imidazol-4-yl)pyridine), 3-methoxy-5-(4,4,5,5-tetramethyl-1,3,2-dioxoborolan-2-yl)pyridine-2-amine, C(=O)([O-])[O-].[Na+].[Na+] (Na2CO3), COCCOC (DME). Reaction conditions: temperature 90 celsius. Yield: 33.0%. Reactants: CCCCc1c[nH]c2ccc(C(=O)OCC)cc12, CC(C)(C)[O-], CS(C)=O, CI, [K+], O. Yields the product CCCCc1cn(C)c2ccc(C(=O)OCC)cc12. RXN SMILES: [CH2:1]([CH2:2][CH2:3][CH3:4])[c:5]1[cH:6][nH:7][c:8]2[cH:9][cH:10][c:11]([C:14](=[O:15])[O:16][CH2:17][CH3:18])[cH:12][c:13]12.[CH3:19][C:20]([CH3:21])([O-:22])[CH3:23].[CH3:28][S:29]([CH3:30])=[O:31].[I:25][CH3:26].[K+:24].[OH2:27]>>[CH2:1]([CH2:2][CH2:3][CH3:4])[c:5]1[cH:6][n:7]([CH3:19])[c:8]2[cH:9][cH:10][c:11]([C:14](=[O:15])[O:16][CH2:17][CH3:18])[cH:12][c:13]12. Starting materials: [BH4-].[Na+] (Sodium borohydride), CC1(OC2=C(C1)C=C(C=C2C(=O)O)N2N=NN=C2)C (2,2-dimethyl-5-(1H-tetrazol-1-yl)-2,3-dihydrobenzofuran-7-carboxylic acid), CN1CCOCC1 (N-methylmorpholine), C(C(C)C)OC(=O)Cl (isobutylchloroformate). Run in O (water), O1CCCC1 (tetrahydrofuran). Conditions: time 2 hour. The product is CC1(OC2=C(C1)C=C(C=C2CO)N2N=NN=C2)C ((2,2-dimethyl-5-(1H-tetrazol-1-yl)-2,3-dihydrobenzofuran-7-yl)methanol). Isolated yield 60.9%. Reaction SMILES: [CH3:1][C:2]1([CH3:19])[CH2:6][C:5]2[CH:7]=[C:8]([N:14]3[CH:18]=[N:17][N:16]=[N:15]3)[CH:9]=[C:10]([C:11](O)=[O:12])[C:4]=2[O:3]1.CN1CCOCC1.C(OC(Cl)=O)C(C)C.[BH4-].[Na+]>O.O1CCCC1>[CH3:1][C:2]1([CH3:19])[CH2:6][C:5]2[CH:7]=[C:8]([N:14]3[CH:18]=[N:17][N:16]=[N:15]3)[CH:9]=[C:10]([CH2:11][OH:12])[C:4]=2[O:3]1 |f:3.4|. Procedure: A solution of 2,2-dimethyl-5-(1H-tetrazol-1-yl)-2,3-dihydrobenzofuran-7-carboxylic acid (677) (135 mg, 0.519 mmol), N-methylmorpholine (57 L, 0.519 mmol), and tetrahydrofuran (10 mL) at 0° C. was added isobutylchloroformate (68 L, 0.519 mmol) and stirred for 2 hours. Sodium borohydride (58.9 mg, 1.56 mmol) in water (3 mL) was added and stirred for 1 hour and at room temperature for an additional 1 hour. The reaction was concentrated in vacuo and water was added. The aqueous phase was extracted w... The reactants are O (H2O), C(#N)C1CC=2C1=CC(=CC2)OC (1-cyano-5-methoxybenzocyclobutene), [H-].[Na+] (NaH), CI (methyl iodide). The solvent is C1CCOC1 (THF), C1CCOC1 (THF), C(C)OCC (diethyl ether). Reaction conditions: time 3 hour. Yields the product C(#N)C1(CC=2C1=CC(=CC2)OC)C (1-Cyano-5-methoxy-1-methylbenzocyclobutene). RXN SMILES: [C:1]([CH:3]1[C:6]2=[CH:7][C:8]([O:11][CH3:12])=[CH:9][CH:10]=[C:5]2[CH2:4]1)#[N:2].[H-].[Na+].[CH3:15]I.O>C1COCC1.C(OCC)C>[C:1]([C:3]1([CH3:15])[C:6]2=[CH:7][C:8]([O:11][CH3:12])=[CH:9][CH:10]=[C:5]2[CH2:4]1)#[N:2] |f:1.2|. Procedure: A solution of 1-cyano-5-methoxybenzocyclobutene (47.3 ml) in THF (300 ml) is added dropwise to a stirred suspension of NaH (23.8 g, 60% in mineral oil) and methyl iodide (37 ml) in THF (300 ml) under nitrogen and the reaction mixture is stirred at RT for three hours. H2O is added to the reaction mixture which is diluted with diethyl ether, washed with water, 10% aq. sodium sulphite, sat'd sodium chloride, dried, filtered and the filtrate evaporated in vacuo affording the desired product as a yel...